Dataset: the Open Reaction Database (ORD), a public repository of structured organic reaction records. Task: describe an organic reaction: reactants, conditions, products, and yield Starting materials: CCC1(C(=O)OC)CCCC1N(Cc1ccccc1)C(C)c1ccccc1, CO, O=CO. Yields the product CCC1(C(=O)OC)CCCC1N. As a reaction SMILES: [CH2:1]([N:8]([CH:2]([c:3]1[cH:4][cH:5][cH:6][cH:7][cH:20]1)[CH3:21])[CH:9]1[C:10]([C:14](=[O:15])[O:16][CH3:17])([CH2:18][CH3:19])[CH2:11][CH2:12][CH2:13]1)[c:22]1[cH:23][cH:24][cH:25][cH:26][cH:27]1.[CH3:31][OH:32].[CH:28]([OH:29])=[O:30]>>[NH2:8][CH:9]1[C:10]([C:14](=[O:15])[O:16][CH3:17])([CH2:18][CH3:19])[CH2:11][CH2:12][CH2:13]1. Starting materials: C(C)(=O)O (acetic acid), CN1C(=CC(=C1)C(C1=CC(=CC=C1)Cl)=O)C(=O)O (1-Methyl-4-(3-chloro-benzoyl)-pyrrole-2-carboxylic acid), [OH-].[Na+] (sodium hydroxide), [BH4-].[Na+] (sodium borohydride), hydroxylated acid. Run in C(C)O (ethanol). Conditions: time 24 hour. The product is CN1C(=CC(=C1)C(C1=CC(=CC=C1)Cl)O)C(=O)O (1-Methyl-4-(α-hydroxy-3-chloro-benzyl)pyrrole-2-carboxylic acid). RXN SMILES: [CH3:1][N:2]1[CH:6]=[C:5]([C:7](=[O:15])[C:8]2[CH:13]=[CH:12][CH:11]=[C:10]([Cl:14])[CH:9]=2)[CH:4]=[C:3]1[C:16]([OH:18])=[O:17].[OH-].[Na+].[BH4-].[Na+].C(O)(=O)C>C(O)C>[CH3:1][N:2]1[CH:6]=[C:5]([CH:7]([OH:15])[C:8]2[CH:13]=[CH:12][CH:11]=[C:10]([Cl:14])[CH:9]=2)[CH:4]=[C:3]1[C:16]([OH:18])=[O:17] |f:1.2,3.4|. Reported procedure: 5 g 1-methyl-4-(3-chloro-benzoyl)pyrrole-2-carboxylic acid (obtained in Example 2) are dissolved in 40 ml aqueous ethanol (96%). 4 ml aqueous sodium hydroxide (d=1.33) and 0.7 g sodium borohydride are added thereto. After 24 hours at room temperature, the solution is made acidic by addition of acetic acid. 3 g of hydroxylated acid precipitate out; m.p.=180° C. Starting materials: BrC1=NN=C2CN(CC3=C(N12)C=CC(=C3)Cl)C (1-bromo-8-chloro-5-methyl-5,6-dihydro-4H-2,3,5,10b-tetraaza-benzoazulene), N1CCC2(CC1)OC(C1=C2C=CC=C1)=O (3H-spiro[2-benzofuran-1,4′-piperidin]-3-one). Reagents/catalysts: [Br-].C(CCC)[N+](CCCC)(CCCC)CCCC (tetrabutylammonium bromide). Run in S1(=O)(=O)CCCC1 (sulfolane). Run at temperature 160 celsius, time 20 hour. Product: ClC=1C=CC2=C(CN(CC=3N2C(=NN3)N3CCC2(CC3)OC(C3=C2C=CC=C3)=O)C)C1 (1′-(8-Chloro-5-methyl-5,6-dihydro-4H-[1,2,4]triazolo[4,3-a][1,4]benzodiazepin-1-yl)-3H-spiro[2-benzofuran-1,4′-piperidin]-3-one). Isolated yield 14.3%. RXN SMILES: Br[C:2]1[N:11]2[C:5]([CH2:6][N:7]([CH3:17])[CH2:8][C:9]3[CH:15]=[C:14]([Cl:16])[CH:13]=[CH:12][C:10]=32)=[N:4][N:3]=1.[NH:18]1[CH2:23][CH2:22][C:21]2([C:27]3[CH:28]=[CH:29][CH:30]=[CH:31][C:26]=3[C:25](=[O:32])[O:24]2)[CH2:20][CH2:19]1>[Br-].C([N+](CCCC)(CCCC)CCCC)CCC.S1(CCCC1)(=O)=O>[Cl:16][C:14]1[CH:13]=[CH:12][C:10]2[N:11]3[C:2]([N:18]4[CH2:23][CH2:22][C:21]5([C:27]6[CH:28]=[CH:29][CH:30]=[CH:31][C:26]=6[C:25](=[O:32])[O:24]5)[CH2:20][CH2:19]4)=[N:3][N:4]=[C:5]3[CH2:6][N:7]([CH3:17])[CH2:8][C:9]=2[CH:15]=1 |f:2.3|. Reported procedure: A mixture of 1-bromo-8-chloro-5-methyl-5,6-dihydro-4H-2,3,5,10b-tetraaza-benzoazulene (50 mg, 0.16 mmol), tetrabutylammonium bromide (10 mg, 0.031 mmol) and 3H-spiro[2-benzofuran-1,4′-piperidin]-3-one (65 mg, 0.32 mmol) in sulfolane (0.5 ml) was stirred for 20 h at 160° C. The reaction mixture was poured on water and extracted with tert-butyl methyl ether. The organic layer was washed with water, dried over anhydrous sodium sulfate and concentrated in vacuo. Residual sulfolane was evaporated by ... Starting materials: FC1=C2C3=C(N4C2=C(C=C1)CCNCC4)CCC3 (8-fluoro-2,3,4,5,10,11-hexahydro-1H,9H-cyclopenta[b][1,4]diazocino[7,8,1-hi]indole), C(#N)[BH3-].[Na+] (sodium cyanoborohydride). Solvent: C(C)(=O)O (acetic acid). Conditions: time 8 hour. The product is FC1=C2C3C(N4C2=C(C=C1)CCNCC4)CCC3 (8-Fluoro-2,3,4,5,9,10,11,11a-octahydro-1H,8bH-cyclopenta[b][1,4]diazocino[7,8,1-hi]indole). The yield is 84.6%. As a reaction SMILES: [F:1][C:2]1[CH:10]=[CH:9][C:8]2[CH2:11][CH2:12][NH:13][CH2:14][CH2:15][N:6]3[C:7]=2[C:3]=1[C:4]1[CH2:18][CH2:17][CH2:16][C:5]=13.C([BH3-])#N.[Na+]>C(O)(=O)C>[F:1][C:2]1[CH:10]=[CH:9][C:8]2[CH2:11][CH2:12][NH:13][CH2:14][CH2:15][N:6]3[C:7]=2[C:3]=1[CH:4]1[CH2:18][CH2:17][CH2:16][CH:5]13 |f:1.2|. Procedure: To a solution of 8-fluoro-2,3,4,5,10,11-hexahydro-1H,9H-cyclopenta[b][1,4]diazocino[7,8,1-hi]indole (0.41 g, 1.68 mmole) in acetic acid (50 mL) was added sodium cyanoborohydride (0.33 g, 4.99 mmole) and the reaction mixture was stirred at room temperature overnight. The solvent was removed in vacuo and the residue was diluted with methylene chloride (200 mL) and washed with aqueous sodium hydroxide (1N, 150 mL), saturated sodium chloride (150 mL), dried (sodium sulfate) and concentrated. Purific... Reactants: CCC1(OC(C)=O)C(=O)OCc2c1cc1n(c2=O)Cc2c-1nc1ccccc1c2CC[Si](C)(C)CCC[NH3+], O=C([O-])C(F)(F)F, O=C=Nc1ccccc1. Product: CCC1(OC(C)=O)C(=O)OCc2c1cc1n(c2=O)Cc2c-1nc1ccccc1c2CC[Si](C)(C)CCCNC(=O)Nc1ccccc1. As a reaction SMILES: [C:1]([CH3:2])(=[O:3])[O:4][C:5]1([CH2:37][CH3:38])[C:6](=[O:36])[O:7][CH2:8][c:9]2[c:10]1[cH:11][c:12]1[n:20]([c:21]2=[O:22])[CH2:19][c:18]2[c:13]-1[n:14][c:15]1[c:16]([c:17]2[CH2:23][CH2:24][Si:25]([CH2:26][CH2:27][CH2:28][NH3+:29])([CH3:30])[CH3:31])[cH:32][cH:33][cH:34][cH:35]1.[F:39][C:40]([F:41])([F:42])[C:43]([O-:44])=[O:45].[O:46]=[C:47]=[N:48][c:49]1[cH:50][cH:51][cH:52][cH:53][cH:54]1>>[C:1]([CH3:2])(=[O:3])[O:4][C:5]1([CH2:37][CH3:38])[C:6](=[O:36])[O:7][CH2:8][c:9]2[c:10]1[cH:11][c:12]1[n:20]([c:21]2=[O:22])[CH2:19][c:18]2[c:13]-1[n:14][c:15]1[c:16]([c:17]2[CH2:23][CH2:24][Si:25]([CH2:26][CH2:27][CH2:28][NH:29][C:47](=[O:46])[NH:48][c:49]2[cH:50][cH:51][cH:52][cH:53][cH:54]2)([CH3:30])[CH3:31])[cH:32][cH:33][cH:34][cH:35]1. The reactants are CN(C)C=O (DMF), C(C)OC(=O)C=1N=C(N(C1Br)C1=CC=C(C=C1)Cl)C1=C(C=CC=C1)Cl (5-bromo-1-(4-chloro-phenyl)-2-(2-chloro-phenyl)-1H-imidazole-4-carboxylic acid ethyl ester), C(C)(C)(C)[Li] (tert.-butyl lithium). Solvent: C1CCOC1 (THF). Reaction conditions: temperature -78 celsius, time 1 hour. Product: C(C)OC(=O)C=1N=C(N(C1C=O)C1=CC=C(C=C1)Cl)C1=C(C=CC=C1)Cl (1-(4-Chloro-phenyl)-2-(2-chloro-phenyl)-5-formyl-1H-imidazole-4-carboxylic acid ethyl ester), glass. RXN SMILES: [CH2:1]([O:3][C:4]([C:6]1[N:7]=[C:8]([C:19]2[CH:24]=[CH:23][CH:22]=[CH:21][C:20]=2[Cl:25])[N:9]([C:12]2[CH:17]=[CH:16][C:15]([Cl:18])=[CH:14][CH:13]=2)[C:10]=1Br)=[O:5])[CH3:2].C([Li])(C)(C)C.CN([CH:34]=[O:35])C>C1COCC1>[CH2:1]([O:3][C:4]([C:6]1[N:7]=[C:8]([C:19]2[CH:24]=[CH:23][CH:22]=[CH:21][C:20]=2[Cl:25])[N:9]([C:12]2[CH:17]=[CH:16][C:15]([Cl:18])=[CH:14][CH:13]=2)[C:10]=1[CH:34]=[O:35])=[O:5])[CH3:2]. Reported procedure: To a solution of 5-bromo-1-(4-chloro-phenyl)-2-(2-chloro-phenyl)-1H-imidazole-4-carboxylic acid ethyl ester (I-5d, 4.4 g, 0.01 mmol) in anhydrous THF (100 ml) and under a N2 atmosphere at −78° C. was slowly added tert.-butyl lithium (13 ml of 1.7 M solution in pentane, 0.22 mol). After 1 hour at −78° C., DMF (7.7 ml, 0.1 mmol) was added dropwise. The reaction mixture was stirred at −78° C. for 2.5 hours, quenched with sat'd aq. NH4Cl (10 ml), allowed to slowly warm to room temperature, and final... Starting materials: [Al+3], C1CCOC1, [H-], [H-], [H-], [H-], [Li+], COC(=O)C1(N)CCN(Cc2ccccc2)CC1. Yields the product NC1(CO)CCN(Cc2ccccc2)CC1. RXN SMILES: [Al+3:2].[CH2:25]1[O:26][CH2:27][CH2:28][CH2:29]1.[H-:1].[H-:4].[H-:5].[H-:6].[Li+:3].[NH2:7][C:8]1([C:21](=[O:22])[O:23][CH3:24])[CH2:9][CH2:10][N:11]([CH2:14][c:15]2[cH:16][cH:17][cH:18][cH:19][cH:20]2)[CH2:12][CH2:13]1>>[NH2:7][C:8]1([CH2:21][OH:22])[CH2:9][CH2:10][N:11]([CH2:14][c:15]2[cH:16][cH:17][cH:18][cH:19][cH:20]2)[CH2:12][CH2:13]1. Reactants: S(=O)(=O)(O)O.NN1C(OCC1)=O (3-amino-2-oxazolidinone sulfate), C(C)(C)C1=C(C(=CC(=C1)C(C)C)C(C)C)S(=O)(=O)Cl (2,4,6-triisopropylbenzenesulfonyl chloride), CN1C=NC=C1 (1-methylimidazole), ClC1=C(C(=O)O)C(=CC=C1)OC1=NC(=CC(=N1)OC)OC (2-chloro-6-(4,6-dimethoxypyrimidin-2-yl)oxybenzoic acid). The solvent is C(C)N(CC)CC (triethylamine), CN(C=O)C (N,N-dimethylformamide), O (water). Run at time 3 hour. Product: ClC1=C(C(=O)NN2C(OCC2)=O)C(=CC=C1)OC1=NC(=CC(=N1)OC)OC (3-{2-chloro-6-(4,6-dimethoxypyrimidin-2-yl)oxybenzoyl}amino-2-oxazolidinone). As a reaction SMILES: [Cl:1][C:2]1[CH:10]=[CH:9][CH:8]=[C:7]([O:11][C:12]2[N:17]=[C:16]([O:18][CH3:19])[CH:15]=[C:14]([O:20][CH3:21])[N:13]=2)[C:3]=1[C:4]([OH:6])=O.S(O)(O)(=O)=O.[NH2:27][N:28]1[CH2:32][CH2:31][O:30][C:29]1=[O:33].C(C1C=C(C(C)C)C=C(C(C)C)C=1S(Cl)(=O)=O)(C)C.CN1C=CN=C1>CN(C)C=O.O.C(N(CC)CC)C>[Cl:1][C:2]1[CH:10]=[CH:9][CH:8]=[C:7]([O:11][C:12]2[N:17]=[C:16]([O:18][CH3:19])[CH:15]=[C:14]([O:20][CH3:21])[N:13]=2)[C:3]=1[C:4]([NH:27][N:28]1[CH2:32][CH2:31][O:30][C:29]1=[O:33])=[O:6] |f:1.2|. Procedure details: 1.24 Grams of 2-chloro-6-(4,6-dimethoxypyrimidin-2-yl)oxybenzoic acid was dissolved in 20 ml of N,N-dimethylformamide. To the solution were added 1.20 g of 3-amino-2-oxazolidinone sulfate, 0.67 g of triethylamine, 1.82 g of 2,4,6-triisopropylbenzenesulfonyl chloride and 0.98 g of 1-methylimidazole. The resulting solution was stirred at room temperature for 3 hours. The reaction solution was poured into water and extracted with ethyl acetate. The organic layer separated therefrom was washed with ... Starting materials: CN1CC2CN(CC(C1)C2O)C (3,7-dimethyl-3,7-diazabicyclo[3.3.1]nonane-9-ol), C(C1=CC=CC=C1)(=O)Cl (benzoyl chloride). Run in N1=CC=CC=C1 (pyridine), N1=CC=CC=C1 (pyridine). Product: CN1CC2CN(CC(C1)C2OC(C2=CC=CC=C2)=O)C (3,7-Dimethyl-9-benzoyloxy-3,7-diazabicyclo[3.3.1]nonane). Isolated yield 42.5%. RXN SMILES: [CH3:1][N:2]1[CH2:9][CH:8]2[CH:10]([OH:11])[CH:4]([CH2:5][N:6]([CH3:12])[CH2:7]2)[CH2:3]1.[C:13](Cl)(=[O:20])[C:14]1[CH:19]=[CH:18][CH:17]=[CH:16][CH:15]=1>N1C=CC=CC=1>[CH3:12][N:6]1[CH2:5][CH:4]2[CH:10]([O:11][C:13](=[O:20])[C:14]3[CH:19]=[CH:18][CH:17]=[CH:16][CH:15]=3)[CH:8]([CH2:9][N:2]([CH3:1])[CH2:3]2)[CH2:7]1. Procedure: 10 g of 3,7-dimethyl-3,7-diazabicyclo[3.3.1]nonane-9-ol are dissolved in 50 ml of dry pyridine, and a solution of 11.24 g of benzoyl chloride in 50 ml of dry pyridine is added dropwise, within 30 minutes, to the solution stirred at 5°-10° C. Thereafter the reaction mixture is stirred at room temperature for 3 hours, and the bulk of pyridine is distilled off under vacuo. The residue is taken up in 50 ml of water, the mixture is acidified with 20 ml of concentrated aqueous hydrochloric acid, and t...